This data is from the Open Reaction Database (ORD), a public repository of structured organic reaction records. The task is: describe an organic reaction: reactants, conditions, products, and yield The reactants are C(C1=CC=CC=C1)N1CCC(CC1)NC=1C(=CC=CC1)N (1-N-(1-Benzyl-piperidin-4-yl)-benzene-1,2-diamine), Cl (HCl), C(OC)(OC)OC (trimethyl orthoformate). Solvent: CCOC(=O)C (EtOAc). Reaction conditions: temperature 80 celsius, time 16 hour. The product is C(C1=CC=CC=C1)N1CCC(CC1)N1C=NC2=C1C=CC=C2 (1-(1-Benzyl-piperidin-4-yl)-1-H-benzoimidazole). As a reaction SMILES: [CH2:1]([N:8]1[CH2:13][CH2:12][CH:11]([NH:14][C:15]2[C:16]([NH2:21])=[CH:17][CH:18]=[CH:19][CH:20]=2)[CH2:10][CH2:9]1)[C:2]1[CH:7]=[CH:6][CH:5]=[CH:4][CH:3]=1.Cl.[CH:23](OC)(OC)OC>CCOC(C)=O>[CH2:1]([N:8]1[CH2:9][CH2:10][CH:11]([N:14]2[C:15]3[CH:20]=[CH:19][CH:18]=[CH:17][C:16]=3[N:21]=[CH:23]2)[CH2:12][CH2:13]1)[C:2]1[CH:3]=[CH:4][CH:5]=[CH:6][CH:7]=1. Procedure details: To a solution of 200 mg of N-(1-benzyl-piperidin-4-yl)-benzene-1,2-diamine (from Step A) in 6 mL of trimethyl orthoformate was added 0.2 mL concentrated HCl. After stirring at 80° C. for 16 hours, the reaction mixture was diluted with 30 ml of EtOAc. The organic phase was washed with 15 mL saturated NaHCO3 aqueous solution. After separating layers, the aqueous phase was extracted with 2×20 mL EtOAc. The combined organic phases were washed with 10 mL of brine, dried over MgSO4 and concentrated un... The reactants are resultant mixture, CN(C)C=O (DMF), C1CCOC1 (THF), BrC1=CC=C(C=C1)CCOC1=CC=C(C=C1)F (1-bromo-4-[2-(4-fluorophenoxy)ethyl]benzene), solution, [Li]CCCC (n-BuLi). Run in CCCCCC (n-hexane). Conditions: temperature -40 celsius, time 30 minute. The product is FC1=CC=C(OCCC2=CC=C(C=O)C=C2)C=C1 (4-[2-(4-fluorophenoxy)ethyl]benzaldehyde). RXN SMILES: C1C[O:4][CH2:3]C1.Br[C:7]1[CH:12]=[CH:11][C:10]([CH2:13][CH2:14][O:15][C:16]2[CH:21]=[CH:20][C:19]([F:22])=[CH:18][CH:17]=2)=[CH:9][CH:8]=1.[Li]CCCC.CN(C=O)C>CCCCCC>[F:22][C:19]1[CH:20]=[CH:21][C:16]([O:15][CH2:14][CH2:13][C:10]2[CH:11]=[CH:12][C:7]([CH:3]=[O:4])=[CH:8][CH:9]=2)=[CH:17][CH:18]=1. Procedure details: To a THF (100 mL) solution of 1-bromo-4-[2-(4-fluorophenoxy)ethyl]benzene (3.05 g) was added 1.6 M solution of n-BuLi in n-hexane (6.80 mL) dropwise at −70° C. under an argon atmosphere. After stirring for 30 minutes, DMF (1.20 mL) was slowly added at −70° C. The resultant mixture was stirred and slowly warmed to −40° C. for 3 hours. The reaction mixture was quenched by addition of saturated aqueous NH4Cl, and extracted with AcOEt. The organic layer was washed with water, saturated aqueous NaCl,... Reactants: ClC1=CC=C(CN)C=C1 (p-chlorobenzylamine), C([O-])([O-])=O.[Na+].[Na+] (sodium carbonate), ClC1=NC(=NC(=C1C)Cl)SCC(=O)OCC ((4,6-dichloro-5-methyl-2-pyrimidinylthio)acetic acid, ethyl ester). Solvent: C(C)O (ethanol). The product is ClC1=NC(=NC(=C1C)NCC1=CC=C(C=C1)Cl)SCC(=O)OCC ([4-Chloro-6-(p-chlorobenzylamino)-5-methyl-2-pyrimidinylthio]acetic acid, ethyl ester). Isolated yield 31.4%. As a reaction SMILES: [Cl:1][C:2]1[CH:9]=[CH:8][C:5]([CH2:6][NH2:7])=[CH:4][CH:3]=1.C(=O)([O-])[O-].[Na+].[Na+].[Cl:16][C:17]1[C:22]([CH3:23])=[C:21](Cl)[N:20]=[C:19]([S:25][CH2:26][C:27]([O:29][CH2:30][CH3:31])=[O:28])[N:18]=1>C(O)C>[Cl:16][C:17]1[C:22]([CH3:23])=[C:21]([NH:7][CH2:6][C:5]2[CH:8]=[CH:9][C:2]([Cl:1])=[CH:3][CH:4]=2)[N:20]=[C:19]([S:25][CH2:26][C:27]([O:29][CH2:30][CH3:31])=[O:28])[N:18]=1 |f:1.2.3|. Procedure: A stirred mixture of 4.2 g of p-chlorobenzylamine, 3.18 g of sodium carbonate and 8.4 g of (4,6-dichloro-5-methyl-2-pyrimidinylthio)acetic acid, ethyl ester in 100 ml of ethanol was heated under reflux for 4 hr. The reaction mixture was filtered and water was added to the filtrate to start precipitation. The collected solid was recrystallized from benzenepetroleum ether to give 3.6 g of product, mp. 114°-117°C.